From a dataset of the Open Reaction Database (ORD), a public repository of structured organic reaction records. describe an organic reaction: reactants, conditions, products, and yield The reactants are C(C)(C)N(CC)C(C)C (Diisopropylethylamine), [Cl-].COC=1C=C2C(C(COC2=CC1)[NH3+])=O (6-methoxy-4-oxochroman-3-aminium chloride), C(C)(=O)OCC (ethyl acetate). Run in O1CCCC1 (tetrahydrofuran). Conditions: temperature 0 celsius, time 30 minute. Product: COC=1C=C2C(C(COC2=CC1)NC(OCC)=O)=O (Ethyl 6-methoxy-4-oxochroman-3-ylcarbamate). RXN SMILES: [Cl-].[CH3:2][O:3][C:4]1[CH:5]=[C:6]2[C:11](=[CH:12][CH:13]=1)[O:10][CH2:9][CH:8]([NH3+:14])[C:7]2=[O:15].C(N(C(C)C)CC)(C)C.[C:25]([O:28][CH2:29][CH3:30])(=[O:27])C>O1CCCC1>[CH3:2][O:3][C:4]1[CH:5]=[C:6]2[C:11](=[CH:12][CH:13]=1)[O:10][CH2:9][CH:8]([NH:14][C:25](=[O:27])[O:28][CH2:29][CH3:30])[C:7]2=[O:15] |f:0.1|. Procedure details: 2.82 g (12.3 mmol) of 6-methoxy-4-oxochroman-3-aminium chloride were dissolved in tetrahydrofuran under nitrogen atmosphere and cooled to 0° C. with an ice bath. Diisopropylethylamine and ethyl carbononochloridate were added. The mixture was allowed to warm to room temperature and stirred for 30 min. The mixture was diluted with ethyl acetate and washed with saturated ammonium chloride solution (2×) and water (1×). The organic phase was washed dried over MgSO4, and concentrated in vacuo to give ...